Dataset: the Open Reaction Database (ORD), a public repository of structured organic reaction records. Task: describe an organic reaction: reactants, conditions, products, and yield The reactants are OC1=C(C=C(C2=CC=CC=C12)NS(=O)(=O)C=1SC=CC1)SC1=NN=NN1C (N-(4-hydroxy-3-(1-methyl-1H-tetrazol-5-ylthio)naphthalen-1-yl)thiophene-2-sulfonamide), ClC1=C(C(C2=CC=CC=C2C1=O)=O)NC1=CC(=C(C=C1)S(=O)(=O)NC1=CC=C(C=C1)OC)OC (4-(3-chloro-1,4-dioxo-1,4-dihydro-naphthalen-2-ylamino)-2-methoxy-N-(4-methoxy-phenyl)-benzenesulfonamide). The product is C(C)SC=1C=C(C2=CC=CC=C2C1O)NS(=O)(=O)C=1SC=CC1 (N-(3-(ethylthio)-4-hydroxynaphthalen-1-yl)thiophene-2-sulfonamide), title compound. Yield: 100.0%. RXN SMILES: [OH:1][C:2]1[C:11]2[C:6](=[CH:7][CH:8]=[CH:9][CH:10]=2)[C:5]([NH:12][S:13]([C:16]2[S:17][CH:18]=[CH:19][CH:20]=2)(=[O:15])=[O:14])=[CH:4][C:3]=1[S:21][C:22]1N(C)N=NN=1.Cl[C:29]1C(=O)C2C(=CC=CC=2)C(=O)C=1NC1C=CC(S(NC2C=CC(OC)=CC=2)(=O)=O)=C(OC)C=1>>[CH2:22]([S:21][C:3]1[CH:4]=[C:5]([NH:12][S:13]([C:16]2[S:17][CH:18]=[CH:19][CH:20]=2)(=[O:15])=[O:14])[C:6]2[C:11]([C:2]=1[OH:1])=[CH:10][CH:9]=[CH:8][CH:7]=2)[CH3:29]. Procedure details: 5.2.52 N-(3-(ethylthio)-4-hydroxynaphthalen-1-yl)thiophene-2-sulfonamide (14j) was prepared according to the procedure for 14d except using (E)-N-(3-ethylthio-4-oxonaphthalen-1(4H)-ylidene)thiophene-2-sulfonamide (13j), which afforded the title compound 14 mg (100%) as a grey solid, m.p.: ° C.